This data is from the Open Reaction Database (ORD), a public repository of structured organic reaction records. The task is: describe an organic reaction: reactants, conditions, products, and yield The reactants are [BH4-].[Na+] (sodium borohydride), C(C)C1(COC2(OC1)CCC(CC2)=O)CC (3,3-diethyl-1,5-dioxaspiro[5.5]undecan-9-one). Run in C(C)O (ethanol). Run at time 1 hour. The product is C(C)C1(COC2(OC1)CCC(CC2)O)CC (3,3-Diethyl-1,5-dioxaspiro[5.5]undecan-9-ol). As a reaction SMILES: [BH4-].[Na+].[CH2:3]([C:5]1([CH2:17][CH3:18])[CH2:10][O:9][C:8]2([CH2:15][CH2:14][C:13](=[O:16])[CH2:12][CH2:11]2)[O:7][CH2:6]1)[CH3:4]>C(O)C>[CH2:17]([C:5]1([CH2:3][CH3:4])[CH2:6][O:7][C:8]2([CH2:15][CH2:14][CH:13]([OH:16])[CH2:12][CH2:11]2)[O:9][CH2:10]1)[CH3:18] |f:0.1|. Procedure: 820 mg (21.5 mmol) of sodium borohydride were added to a solution of 13 g (57.4 nmol) of 3,3-diethyl-1,5-dioxaspiro[5.5]undecan-9-one in 200 ml of ethanol and the mixture was stirred at room temperature for 1 hour. To complete the reaction, the mixture was heated at 40° C. for a further 15 hours. To destroy excess sodium borohydride, approximately 5 ml of acetone were added to the reaction solution and stirring was continued at 40° C. for a further 30 minutes. The reaction solution was subsequen... The reactants are ClC1=NC(=C(C(=C1C#N)C1=CC2=C(OCO2)C=C1)C#N)OCC1=CC=CC=C1 (2-Chloro-4-(1,3-benzodioxol-5-yl)-6-benzyloxy-3,5-pyridinedicarbonitrile), OCCN (2-hydroxyethylamine), O (Water). The solvent is C1CCOC1 (THF). Yields the product OCCNC1=NC(=C(C(=C1C#N)C1=CC2=C(OCO2)C=C1)C#N)OCC1=CC=CC=C1 (2-(2-Hydroxyethylamino)-4-(1,3-benzodioxol-5-yl)-6-benzyloxy-3,5-pyridinedicarbonitrile). RXN SMILES: Cl[C:2]1[C:7]([C:8]#[N:9])=[C:6]([C:10]2[CH:18]=[CH:17][C:13]3[O:14][CH2:15][O:16][C:12]=3[CH:11]=2)[C:5]([C:19]#[N:20])=[C:4]([O:21][CH2:22][C:23]2[CH:28]=[CH:27][CH:26]=[CH:25][CH:24]=2)[N:3]=1.[OH:29][CH2:30][CH2:31][NH2:32].O>C1COCC1>[OH:29][CH2:30][CH2:31][NH:32][C:2]1[C:7]([C:8]#[N:9])=[C:6]([C:10]2[CH:18]=[CH:17][C:13]3[O:14][CH2:15][O:16][C:12]=3[CH:11]=2)[C:5]([C:19]#[N:20])=[C:4]([O:21][CH2:22][C:23]2[CH:24]=[CH:25][CH:26]=[CH:27][CH:28]=2)[N:3]=1. Reported procedure: 30 mg (0.08 mmol) of 2-chloro-4-(1,3-benzodioxol-5-yl)-6-benzyloxy-3,5-pyridinedicarbonitrile (example 4, step 1) and 14.1 mg (0.23 mmol) of 2-hydroxyethylamine are shaken together in 0.5 ml of THF for about 16 h. Water is added to the reaction solution and the product that crystallizes out is filtered off with suction and dried under reduced pressure. The crude product is purified by silica gel chromatography using the mobile phases dichloromethane and dichloromethane/methanol 50:1.